Dataset: the Open Reaction Database (ORD), a public repository of structured organic reaction records. Task: describe an organic reaction: reactants, conditions, products, and yield The reactants are CSC(C1(O)[C@H](O)[C@@H](O)[C@H](O)[C@H](O1)CO)SC (1-C-[bis(methylthio)methyl]-D-glucopyranose), C(C1C(C(C(C(=O)O1)O)O)O)O (D-glucono-δ-lactone), CSC(SC)[Li] (bis(methylthio)methyllithium). Product: S1C(SCCC1)C1(O)[C@H](O)[C@@H](O)[C@H](O)[C@H](O1)CO (1-C-(1,3-dithian-2-yl)-D-glucopyranose). Reaction SMILES: [CH3:1][S:2][CH:3]([S:16][CH3:17])[C:4]1([O:13][C@H:12]([CH2:14][OH:15])[C@@H:10]([OH:11])[C@H:8]([OH:9])[C@H:6]1[OH:7])[OH:5].[CH2:18](O)C1OC(=O)C(O)C(O)C1O.CSC([Li])SC>>[S:2]1[CH2:1][CH2:18][CH2:17][S:16][CH:3]1[C:4]1([O:13][C@H:12]([CH2:14][OH:15])[C@@H:10]([OH:11])[C@H:8]([OH:9])[C@H:6]1[OH:7])[OH:5]. Procedure: Process 1", i.e. a process to produce, for example, 1-C-[bis(methylthio)methyl]-D-glucopyranose derivative (2") from D-glucono-δ-lactone derivative (1"), is conducted by allowing the compound (1") to react with bis(methylthio)methyllithium, or a process to produce 1-C-(1,3-dithian-2-yl)-D-glucopyranose (2"), is conducted by allowing the compound (1") to react with 2-lithio-1,3-dithiane. In this reaction, usually 1 to 5 mole equivalents, preferably 2-2.5 mole equivalents, of bis(methylthio)methyl... Starting materials: COCCOC, COc1cc(B2OC(C)(C)C(C)(C)O2)ccc1NC(=O)c1cc2ccccc2n1C, Nc1ncnc2c1c(I)nn2-c1ccnc(Cl)c1, [Na+], [Na+], O=C([O-])[O-], O. Yields the product COc1cc(-c2nn(-c3ccnc(Cl)c3)c3ncnc(N)c23)ccc1NC(=O)c1cc2ccccc2n1C. RXN SMILES: [CH2:55]([CH2:56][O:57][CH3:58])[O:59][CH3:60].[CH3:19][O:20][c:21]1[c:22]([NH:36][C:37](=[O:38])[c:39]2[n:40]([CH3:48])[c:41]3[cH:42][cH:43][cH:44][cH:45][c:46]3[cH:47]2)[cH:23][cH:24][c:25]([B:27]2[O:28][C:29]([CH3:30])([CH3:31])[C:32]([CH3:33])([CH3:34])[O:35]2)[cH:26]1.[Cl:1][c:2]1[n:3][cH:4][cH:5][c:6](-[n:8]2[n:9][c:10]([I:18])[c:11]3[c:12]2[n:13][cH:14][n:15][c:16]3[NH2:17])[cH:7]1.[Na+:49].[Na+:50].[O-:51][C:52](=[O:53])[O-:54].[OH2:61]>>[Cl:1][c:2]1[n:3][cH:4][cH:5][c:6](-[n:8]2[n:9][c:10](-[c:25]3[cH:24][cH:23][c:22]([NH:36][C:37](=[O:38])[c:39]4[n:40]([CH3:48])[c:41]5[cH:42][cH:43][cH:44][cH:45][c:46]5[cH:47]4)[c:21]([O:20][CH3:19])[cH:26]3)[c:11]3[c:12]2[n:13][cH:14][n:15][c:16]3[NH2:17])[cH:7]1. Starting materials: F[B-](F)(F)F, Cc1onc(-c2ccccc2)c1C(=O)O, CN(C)C=O, CCN(C(C)C)C(C)C, CCOC(=O)C1CCNCC1, CN(C)C(On1nnc2ccccc21)=[N+](C)C. Product: CCOC(=O)C1CCN(C(=O)c2c(-c3ccccc3)noc2C)CC1. RXN SMILES: [B-:27]([F:28])([F:29])([F:30])[F:31].[CH3:1][c:2]1[c:3]([C:13](=[O:14])[OH:15])[c:4](-[c:7]2[cH:8][cH:9][cH:10][cH:11][cH:12]2)[n:5][o:6]1.[CH3:58][N:59]([CH3:60])[CH:61]=[O:62].[CH:49]([N:50]([CH:51]([CH3:52])[CH3:53])[CH2:54][CH3:55])([CH3:56])[CH3:57].[NH:16]1[CH2:17][CH2:18][CH:19]([C:20](=[O:21])[O:22][CH2:23][CH3:24])[CH2:25][CH2:26]1.[n:32]1([O:33][C:34]([N:35]([CH3:36])[CH3:37])=[N+:38]([CH3:39])[CH3:40])[c:41]2[cH:42][cH:43][cH:44][cH:45][c:46]2[n:47][n:48]1>>[CH3:1][c:2]1[c:3]([C:13](=[O:15])[N:16]2[CH2:17][CH2:18][CH:19]([C:20](=[O:21])[O:22][CH2:23][CH3:24])[CH2:25][CH2:26]2)[c:4](-[c:7]2[cH:8][cH:9][cH:10][cH:11][cH:12]2)[n:5][o:6]1. The reactants are COc1cc(CC(O)COS(=O)(=O)c2ccc(C)cc2)c(O)c2c1C1CCC2CC1, c1ccc(P(c2ccccc2)c2ccccc2)cc1. Product: COc1cc2c(c3c1C1CCC3CC1)OC(COS(=O)(=O)c1ccc(C)cc1)C2. Reaction SMILES: [CH3:1][c:2]1[cH:3][cH:4][c:5]([S:8](=[O:9])(=[O:10])[O:11][CH2:12][CH:13]([CH2:14][c:15]2[c:16]([OH:29])[c:17]3[c:22]([c:23]([O:25][CH3:26])[cH:24]2)[CH:21]2[CH2:20][CH2:19][CH:18]3[CH2:28][CH2:27]2)[OH:30])[cH:6][cH:7]1.[c:31]1([P:32]([c:33]2[cH:34][cH:35][cH:36][cH:37][cH:38]2)[c:39]2[cH:40][cH:41][cH:42][cH:43][cH:44]2)[cH:45][cH:46][cH:47][cH:48][cH:49]1>>[CH3:1][c:2]1[cH:3][cH:4][c:5]([S:8](=[O:9])(=[O:10])[O:11][CH2:12][CH:13]2[CH2:14][c:15]3[c:16]([c:17]4[c:22]([c:23]([O:25][CH3:26])[cH:24]3)[CH:21]3[CH2:20][CH2:19][CH:18]4[CH2:28][CH2:27]3)[O:30]2)[cH:6][cH:7]1.